Dataset: the Open Reaction Database (ORD), a public repository of structured organic reaction records. Task: describe an organic reaction: reactants, conditions, products, and yield The reactants are C(CCC)[Li] (n-butyllithium), ClC=1SC=CC1 (2-chlorothiophene), C1[C@H](C)O1 ((S)-propylene oxide). Solvent: hexanes, O1CCCC1 (tetrahydrofuran). Reaction conditions: temperature -30 celsius, time 1 hour. Yields the product ClC1=CC=C(S1)C[C@H](C)O ((S)-2-(5-chloro-2-thienyl)-1-hydroxy-1-methylethane). RXN SMILES: [Cl:1][C:2]1[S:3][CH:4]=[CH:5][CH:6]=1.C([Li])CCC.[CH2:12]1[O:15][C@H:13]1[CH3:14]>O1CCCC1>[Cl:1][C:2]1[S:3][C:4]([CH2:12][C@@H:13]([OH:15])[CH3:14])=[CH:5][CH:6]=1. Reported procedure: A solution of 2-chlorothiophene (8.17 g) in tetrahydrofuran (80 ml) is cooled to -30° C. and 1.6M n-butyllithium in hexanes (43.0 ml) is added dropwise. The mixture is stirred at -30° C. for about 1 hour, (S)-propylene oxide (4.00 g) is added, and the mixture is warmed to 0° C. and stirred at that temperature for about 3 hours. The reaction is quenched with saturated aqueous ammonium chloride solution, diluted with ether, and the layers separated. The organic layer is washed with brine, dried ov...